From a dataset of the Open Reaction Database (ORD), a public repository of structured organic reaction records. describe an organic reaction: reactants, conditions, products, and yield Starting materials: IC (Iodomethane), ClC=1C(=NC=C(C1)COC1=CC=CC=C1)C(=O)O (3-chloro-5-phenoxymethyl-pyridine-2-carboxylic acid), C(=O)([O-])[O-].[K+].[K+] (K2CO3). The solvent is CN(C)C=O (DMF). Run at time 16 hour. Product: COC(=O)C1=NC=C(C=C1Cl)COC1=CC=CC=C1 (3-chloro-5-phenoxymethyl-pyridine-2-carboxylic acid methyl ester). Isolated yield 48.4%. As a reaction SMILES: IC.[Cl:3][C:4]1[C:5]([C:18]([OH:20])=[O:19])=[N:6][CH:7]=[C:8]([CH2:10][O:11][C:12]2[CH:17]=[CH:16][CH:15]=[CH:14][CH:13]=2)[CH:9]=1.[C:21]([O-])([O-])=O.[K+].[K+]>CN(C=O)C>[CH3:21][O:19][C:18]([C:5]1[C:4]([Cl:3])=[CH:9][C:8]([CH2:10][O:11][C:12]2[CH:17]=[CH:16][CH:15]=[CH:14][CH:13]=2)=[CH:7][N:6]=1)=[O:20] |f:2.3.4|. Procedure: Iodomethane (0.4 mL, 6.39 mmol) was added to a suspension of 3-chloro-5-phenoxymethyl-pyridine-2-carboxylic acid (265 mg, 1.92 mmol) and K2CO3 (265 mg, 1.92 mmol) in DMF (15 mL) in a sealed tube. The mixture was stirred at RT for 16 h. The solvent was evaporated in vacuo and the mixture was diluted with H2O and extracted with EtOAc. The organic layer was separated, dried (Na2SO4), filtered and the solvents evaporated in vacuo. The crude product was purified by flash column chromatography (silica...